describe an organic reaction: reactants, conditions, products, and yield From a dataset of the Open Reaction Database (ORD), a public repository of structured organic reaction records. The reactants are C(C)OC(=O)C=1C(C=2C=C3C(=NC2N(C1)C)C=C(C(=C3)F)F)=O (3-ethoxycarbonyl-7,8-difluoro-1-methyl-4-oxo-1,4-dihydrobenzo[b][1,8]naphthyridine), C1(=CC=CC=C1)[C@@H]1NCCNC1 ((S)-2-phenylpiperazine). Product: C(C)OC(=O)C=1C(C=2C=C3C(=NC2N(C1)C)C=C(C(=C3)F)N3C[C@@H](NCC3)C3=CC=CC=C3)=O ((S)-3-ethoxycarbonyl-7-fluoro-1-methyl-4-oxo-8-(3-phenyl-1-piperazinyl)-1,4-dihydrobenzo[b][1,8]naphthyridine). Yield: 73.4%. RXN SMILES: [CH2:1]([O:3][C:4]([C:6]1[C:7](=[O:23])[C:8]2[CH:9]=[C:10]3[CH:20]=[C:19]([F:21])[C:18](F)=[CH:17][C:11]3=[N:12][C:13]=2[N:14]([CH3:16])[CH:15]=1)=[O:5])[CH3:2].[C:24]1([C@H:30]2[CH2:35][NH:34][CH2:33][CH2:32][NH:31]2)[CH:29]=[CH:28][CH:27]=[CH:26][CH:25]=1>>[CH2:1]([O:3][C:4]([C:6]1[C:7](=[O:23])[C:8]2[CH:9]=[C:10]3[CH:20]=[C:19]([F:21])[C:18]([N:34]4[CH2:33][CH2:32][NH:31][C@@H:30]([C:24]5[CH:29]=[CH:28][CH:27]=[CH:26][CH:25]=5)[CH2:35]4)=[CH:17][C:11]3=[N:12][C:13]=2[N:14]([CH3:16])[CH:15]=1)=[O:5])[CH3:2]. Procedure: Working under the conditions of Example 25, but starting with 3-ethoxycarbonyl-7,8-difluoro-1-methyl-4-oxo-1,4-dihydrobenzo[b][1,8]naphthyridine (0.8 g) and (S)-2-phenylpiperazine (0.5 g), (S)-3-ethoxycarbonyl-7-fluoro-1-methyl-4-oxo-8-(3-phenyl-1-piperazinyl)-1,4-dihydrobenzo[b][1,8]naphthyridine (0.85 g) is obtained in the form of a yellow solid, mp. 226° C. Reactants: Cc1cccc(C)c1N, O=C(O)c1ccc2c(c1)C(=O)OC2=O, CN(C)C=O, O. Yields the product Cc1cccc(C)c1N1C(=O)c2ccc(C(=O)O)cc2C1=O. As a reaction SMILES: [CH3:1][c:2]1[cH:3][cH:4][cH:5][c:6]([CH3:7])[c:8]1[NH2:9].[O:10]=[C:11]1[O:12][C:13](=[O:23])[c:14]2[cH:15][c:16]([C:20](=[O:21])[OH:22])[cH:17][cH:18][c:19]21.[O:25]=[CH:26][N:27]([CH3:28])[CH3:29].[OH2:24]>>[CH3:1][c:2]1[cH:3][cH:4][cH:5][c:6]([CH3:7])[c:8]1[N:9]1[C:11](=[O:10])[c:19]2[c:14]([cH:15][c:16]([C:20](=[O:21])[OH:22])[cH:17][cH:18]2)[C:13]1=[O:12].